From a dataset of the Open Reaction Database (ORD), a public repository of structured organic reaction records. describe an organic reaction: reactants, conditions, products, and yield The reactants are O=C(C)C=C(C)C (mesityl oxide), CCCC[N+](CCCC)(CCCC)CCCC.[F-] (TBAF). The product is N1C(=CC=C1)CCCCC(C)=O (pyrrole-hexanone). Isolated yield 47.0%. RXN SMILES: [O:1]=[C:2]([CH:4]=[C:5]([CH3:7])C)[CH3:3].CCCC[N+:12]([CH2:21][CH2:22]CC)([CH2:17][CH2:18][CH2:19]C)CCCC.[F-]>>[NH:12]1[CH:17]=[CH:18][CH:19]=[C:21]1[CH2:22][CH2:7][CH2:5][CH2:4][C:2](=[O:1])[CH3:3] |f:1.2|. Procedure: The synthesis of an 8-bromo-substituted Western half is shown in Scheme 5. Treatment of pyrrole-2-carobxaldehyde with one molar equivalent of NBS at −78° C. gave 4-bromopyrrole-2-carboxaldehyde 17 (Anderson, J. H.; Lee, S.-F. Can. J. Chem. 1965, 43, 409-414) in 55% yield after crystallization. This method of bromination of pyrrole-2-carboxaldehyde is superior to a reported method that uses Br2 (Anderson, J. H.; Lee, S.-F. Can. J. Chem. 1965, 43, 409-414). It should be mentioned here that careful... Starting materials: NC1=C(C=CC2=CC=CC=C12)CCCCCCC(=O)OCOC (methoxymethyl 7-(1-amino-2-naphthyl)heptanoate), NO.CO (hydroxylamine methanol). Run in [Cl-].[NH4+] (ammonium chloride). Conditions: time 1.5 hour. The product is NC1=C(C=CC2=CC=CC=C12)CCCCCCC(=O)NO (7-(1-Amino-2-naphthyl)heptanohydroxamic acid). RXN SMILES: [NH2:1][C:2]1[C:11]2[C:6](=[CH:7][CH:8]=[CH:9][CH:10]=2)[CH:5]=[CH:4][C:3]=1[CH2:12][CH2:13][CH2:14][CH2:15][CH2:16][CH2:17][C:18]([O:20]COC)=O.[NH2:24][OH:25].CO>[Cl-].[NH4+]>[NH2:1][C:2]1[C:11]2[C:6](=[CH:7][CH:8]=[CH:9][CH:10]=2)[CH:5]=[CH:4][C:3]=1[CH2:12][CH2:13][CH2:14][CH2:15][CH2:16][CH2:17][C:18]([NH:24][OH:25])=[O:20] |f:1.2,3.4|. Reported procedure: The methoxymethyl 7-(1-amino-2-naphthyl)heptanoate (0.3 g) was added to 1M hydroxylamine/methanol (2.85 ml) and the mixture was stirred at room temperature for 1.5 hours. This reaction mixture was poured in saturated aqueous ammonium chloride solution and extracted with ethyl acetate. The organic layer was washed with water, dried, and concentrated to dryness, and the residue was recrystallized from hexane-ether to provide the title compound (0.116 g). Starting materials: ClCCl, COc1cnn(C(CC2CCCC2)C(=O)O)c(=O)c1, CCN(C(C)C)C(C)C, Nc1nccs1. The product is COc1cnn(C(CC2CCCC2)C(=O)Nc2nccs2)c(=O)c1. As a reaction SMILES: [CH2:35]([Cl:36])[Cl:37].[CH:1]1([CH2:6][CH:7]([C:8](=[O:9])[OH:10])[n:11]2[n:12][cH:13][c:14]([O:18][CH3:19])[cH:15][c:16]2=[O:17])[CH2:2][CH2:3][CH2:4][CH2:5]1.[CH:20]([N:21]([CH2:22][CH3:23])[CH:24]([CH3:25])[CH3:26])([CH3:27])[CH3:28].[s:29]1[c:30]([NH2:34])[n:31][cH:32][cH:33]1>>[CH:1]1([CH2:6][CH:7]([C:8](=[O:10])[NH:34][c:30]2[s:29][cH:33][cH:32][n:31]2)[n:11]2[n:12][cH:13][c:14]([O:18][CH3:19])[cH:15][c:16]2=[O:17])[CH2:2][CH2:3][CH2:4][CH2:5]1.